This data is from the Open Reaction Database (ORD), a public repository of structured organic reaction records. The task is: describe an organic reaction: reactants, conditions, products, and yield The reactants are O=C1CCC(=O)N1Br, CC(=O)O, C=Cc1ccccc1OC, [Na+], C1COCCO1, [OH-], O. The product is COc1ccccc1C1CO1. RXN SMILES: [Br:15][N:16]1[C:17](=[O:18])[CH2:19][CH2:20][C:21]1=[O:22].[CH3:11][C:12]([OH:13])=[O:14].[CH:1](=[CH2:2])[c:3]1[c:4]([O:9][CH3:10])[cH:5][cH:6][cH:7][cH:8]1.[Na+:24].[O:25]1[CH2:26][CH2:27][O:28][CH2:29][CH2:30]1.[OH-:23].[OH2:31]>>[CH:1]1([c:3]2[c:4]([O:9][CH3:10])[cH:5][cH:6][cH:7][cH:8]2)[CH2:2][O:13]1. Reactants: BrC1C(C2=CC=C(C=C2C1)OCC(F)(F)F)=O (2-Bromo-5-(2,2,2-trifluoroethoxy)indan-1-one), C(C)(=S)N (thioacetamide), Br.CC=1SC2C(N1)(C=1C=CC(=CC1C2)OCC(F)(F)F)O (2-methyl-6-(2,2,2-trifluoroethoxy)-8,8a-dihydroindeno[1,2-d]thiazol-3a-ol hydrobromide). Solvent: CC(=O)C (acetone). Yields the product Br.CC1SC=2C(=N1)C=1C=CC(=CC1C2)OCC(F)(F)F (2-Methyl-6-(2,2,2-trifluoroethoxy)indeno[1,2-d]thiazole hydrobromide). RXN SMILES: [Br:1]C1CC2C(=CC=C(OCC(F)(F)F)C=2)C1=O.C(N)(=S)C.Br.[CH3:23][C:24]1[S:25][CH:26]2[CH2:35][C:34]3[CH:33]=[C:32]([O:36][CH2:37][C:38]([F:41])([F:40])[F:39])[CH:31]=[CH:30][C:29]=3[C:27]2(O)[N:28]=1>CC(C)=O>[BrH:1].[CH3:23][CH:24]1[N:28]=[C:27]2[C:29]3[CH:30]=[CH:31][C:32]([O:36][CH2:37][C:38]([F:41])([F:39])[F:40])=[CH:33][C:34]=3[CH:35]=[C:26]2[S:25]1 |f:2.3,5.6|. Reported procedure: 2-Bromo-5-(2,2,2-trifluoroethoxy)indan-1-one is stirred with an equivalent amount of thioacetamide in acetone at room temperature for 5 h. The precipitate consisting of 2-methyl-6-(2,2,2-trifluoroethoxy)-8,8a-dihydroindeno[1,2-d]thiazol-3a-ol hydrobromide is removed and boiled in 15 ml of glacial acetic acid. The solvent is removed by distillation under reduced pressure, and the residue is induced to crystallize under diisopropyl ether. Colorless crystals, melting point 220-224° C. Reactants: Cl, CS(=O)(=O)c1cc2c(c(CN)c1O)CCC2, O=C(O)C(F)(F)F. The product is CS(=O)(=O)c1cc2c(c(C=O)c1O)CCC2. Reaction SMILES: [ClH:1].[NH2:2][CH2:3][c:4]1[c:5]2[c:9]([cH:10][c:11]([S:14](=[O:15])(=[O:16])[CH3:17])[c:12]1[OH:13])[CH2:8][CH2:7][CH2:6]2.[OH:18][C:19]([C:20]([F:21])([F:22])[F:23])=[O:24]>>[CH:3]([c:4]1[c:5]2[c:9]([cH:10][c:11]([S:14](=[O:15])(=[O:16])[CH3:17])[c:12]1[OH:13])[CH2:8][CH2:7][CH2:6]2)=[O:18]. Starting materials: CN(C(OC(C)(C)C)=O)C1CCC(CC1)OC1=NC=NC=2SC=3CC[C@@H](C3C12)CCC=1OC=CN1 (tert-butyl N-methyl-N-(4-[[(3S)-3-[2-(1,3-oxazol-2-yl)ethyl]-7-thia-9,11-diazatricyclo[6.4.0.0[2,6]]dodeca-1(8),2(6),9,11-tetraen-12-yl]oxy]cyclohexyl)carbamate), Cl (hydrogen chloride). The solvent is ClCCl (dichloromethane). Conditions: time 2 hour. Product: CNC1CCC(CC1)OC1=NC=NC=2SC=3CC[C@@H](C3C12)CCC=1OC=CN1 (N-methyl-4-[[(3S)-3-[2-(1,3-oxazol-2-yl)ethyl]-7-thia-9,11-diazatricyclo[6.4.0.0[2,6]]dodeca-1(8),2(6),9,11-tetraen-12-yl]oxy]cyclohexan-1-amine). The yield is 91.2%. As a reaction SMILES: [CH3:1][N:2]([CH:10]1[CH2:15][CH2:14][CH:13]([O:16][C:17]2[C:28]3[C:27]4[C@@H:26]([CH2:29][CH2:30][C:31]5[O:32][CH:33]=[CH:34][N:35]=5)[CH2:25][CH2:24][C:23]=4[S:22][C:21]=3[N:20]=[CH:19][N:18]=2)[CH2:12][CH2:11]1)C(=O)OC(C)(C)C.Cl>ClCCl>[CH3:1][NH:2][CH:10]1[CH2:11][CH2:12][CH:13]([O:16][C:17]2[C:28]3[C:27]4[C@@H:26]([CH2:29][CH2:30][C:31]5[O:32][CH:33]=[CH:34][N:35]=5)[CH2:25][CH2:24][C:23]=4[S:22][C:21]=3[N:20]=[CH:19][N:18]=2)[CH2:14][CH2:15]1. Reported procedure: To a solution of tert-butyl N-methyl-N-(4-[[(3S)-3-[2-(1,3-oxazol-2-yl)ethyl]-7-thia-9,11-diazatricyclo[6.4.0.0[2,6]]dodeca-1(8),2(6),9,11-tetraen-12-yl]oxy]cyclohexyl)carbamate (110 mg, 0.22 mmol, 1.00 equiv) in dichloromethane (5 mL) was added hydrogen chloride (12 M, 1 mL) at 0° C. and the resulting mixture was stirred at room temperature for 2 h. The reaction mixture was concentrated under reduced pressure and the residue was neutralized with sodium hydroxide and extracted with 2×30 mL of di... RXN SMILES: [C:18](=[O:19])([O-:20])[O-:21].[C:1]([CH3:2])([CH3:3])([CH3:4])[c:5]1[n:6][n:7](-[c:11]2[cH:12][n:13][c:14]([CH3:17])[cH:15][cH:16]2)[c:8]([NH2:10])[cH:9]1.[Cl:24][C:25](=[O:26])[O:27][c:28]1[cH:29][cH:30][cH:31][cH:32][cH:33]1.[Cl:34][CH2:35][Cl:36].[K+:22].[K+:23]>>[C:1]([CH3:2])([CH3:3])([CH3:4])[c:5]1[n:6][n:7](-[c:11]2[cH:12][n:13][c:14]([CH3:17])[cH:15][cH:16]2)[c:8]([NH:10][C:25](=[O:26])[O:27][c:28]2[cH:29][cH:30][cH:31][cH:32][cH:33]2)[cH:9]1. The product is Cc1ccc(-n2nc(C(C)(C)C)cc2NC(=O)Oc2ccccc2)cn1. Starting materials: O=C([O-])[O-], Cc1ccc(-n2nc(C(C)(C)C)cc2N)cn1, O=C(Cl)Oc1ccccc1, ClCCl, [K+], [K+]. Starting materials: O=C(O)C=CC1CCCC1, O=C(Cl)C(=O)Cl, ClCCl. The product is O=C(Cl)C=CC1CCCC1. RXN SMILES: [CH:1]1([CH:6]=[CH:7][C:8](=[O:9])[OH:10])[CH2:2][CH2:3][CH2:4][CH2:5]1.[Cl:11][C:12]([C:13]([Cl:14])=[O:15])=[O:16].[Cl:17][CH2:18][Cl:19]>>[CH:1]1([CH:6]=[CH:7][C:8](=[O:10])[Cl:11])[CH2:2][CH2:3][CH2:4][CH2:5]1. Reactants: C[Si](C)(C)CC(=O)N (trimethylsilylacetamide), NC1[C@@H]2N(C(=CCS2)C(=O)OCC2=CC=C(C=C2)[N+](=O)[O-])C1=O (4-nitrobenzyl 7-amino-3-cephem-4-carboxylate), C(=O)NC=1SC=C(N1)C(C(=O)Cl)=NOC (2-(2-formamidothiazol-4-yl)-2-methoxyiminoacetyl chloride), O (Water), resultant solution. Run in C(Cl)Cl (methylene chloride). Conditions: temperature 40 celsius. The product is C(=O)NC=1SC=C(N1)C(C(=O)NC1[C@@H]2N(C(=CCS2)C(=O)OCC2=CC=C(C=C2)[N+](=O)[O-])C1=O)=NOC (4-nitrobenzyl 7-[2-(2-formamidothiazol-4-yl)-2-methoxyimino-acetamido]-3-cephem-4-carboxylate). Yield: 93.9%. As a reaction SMILES: C[Si](CC(N)=O)(C)C.[NH2:9][CH:10]1[C:30](=[O:31])[N:12]2[C:13]([C:17]([O:19][CH2:20][C:21]3[CH:26]=[CH:25][C:24]([N+:27]([O-:29])=[O:28])=[CH:23][CH:22]=3)=[O:18])=[CH:14][CH2:15][S:16][C@H:11]12.[CH:32]([NH:34][C:35]1[S:36][CH:37]=[C:38]([C:40](=[N:44][O:45][CH3:46])[C:41](Cl)=[O:42])[N:39]=1)=[O:33].O>C(Cl)Cl>[CH:32]([NH:34][C:35]1[S:36][CH:37]=[C:38]([C:40](=[N:44][O:45][CH3:46])[C:41]([NH:9][CH:10]2[C:30](=[O:31])[N:12]3[C:13]([C:17]([O:19][CH2:20][C:21]4[CH:22]=[CH:23][C:24]([N+:27]([O-:29])=[O:28])=[CH:25][CH:26]=4)=[O:18])=[CH:14][CH2:15][S:16][C@H:11]23)=[O:42])[N:39]=1)=[O:33]. Reported procedure: N,N-Dimethylformamide (3 drops) was added to a suspension of 2-(2-formamidothiazol-4-yl)-2-methoxyiminoacetic acid (syn isomer, 23 g.) in thionyl chloride (230 ml), and stirred at 60° C. for 5 minutes. After concentrating the solution in vacuo, benzene was added to the residue. The presipitates were collected by filtration, washed with benzene (30 ml.) three times and diethyl ether in turn to give 2-(2-formamidothiazol-4-yl)-2-methoxyiminoacetyl chloride (anti isomer, 18 g.). On the other hand, ... The reactants are ClC(Cl)Cl, O=C(OO)c1cccc(Cl)c1, C=CCCc1ccccc1. Product: c1ccc(CCC2CO2)cc1. RXN SMILES: [CH:22]([Cl:23])([Cl:24])[Cl:25].[Cl:1][c:2]1[cH:3][cH:4][cH:5][c:6]([C:7]([O:8][OH:10])=[O:9])[cH:11]1.[c:12]1([CH2:18][CH2:19][CH:20]=[CH2:21])[cH:13][cH:14][cH:15][cH:16][cH:17]1>>[O:9]1[CH:20]([CH2:19][CH2:18][c:12]2[cH:13][cH:14][cH:15][cH:16][cH:17]2)[CH2:21]1. Starting materials: S(C1=CC=C(C=C1)O)C1=CC=C(C=C1)O (4,4′-thiodiphenol), CN(C)C=O (DMF), NaSH. Run at time 24 hour. The product is O(C1=C(C=CC=C1)S)C1=C(C=CC=C1)S (oxydibenzenethiol). Yield: 75.0%. RXN SMILES: [S:1]([C:9]1[CH:14]=[CH:13][C:12](O)=[CH:11][CH:10]=1)C1C=CC(O)=CC=1.CN([CH:19]=[O:20])C>>[O:20]([C:19]1[CH:13]=[CH:12][CH:11]=[CH:10][C:9]=1[SH:1])[C:14]1[CH:13]=[CH:12][CH:11]=[CH:10][C:9]=1[SH:1]. Procedure: 4.91 g (0.0225 mol) of 4,4′-thiodiphenol was dissolved in DMF, and then an aqueous solution of 1.26 g (0.0225 mol) of NaSH was added thereto. The mixture was stirred for 24 hours. The mixture was washed with water several times and filtered, and thus oxydibenzenethiol was obtained. The oxydibenzenethiol thus obtained was dissolved in methylene chloride, and then 1.50 g (0.0148 mol) of triethylamine (TEA) was added thereto. The mixture was stirred for 10 minutes. Subsequently, 1.34 g (0.0148 mol)... Reactants: CCOCC, O=C1OC(=O)C2CCCCC12, CC(C)(C)c1cc(N)cc(C(C)(C)C)c1O. Yields the product CC(C)(C)c1cc(NC(=O)C2CCCCC2C(=O)O)cc(C(C)(C)C)c1O. Reaction SMILES: [CH3:28][CH2:29][O:30][CH2:31][CH3:32].[CH:17]12[CH:18]([CH2:19][CH2:20][CH2:21][CH2:22]1)[C:23](=[O:24])[O:25][C:26]2=[O:27].[NH2:1][c:2]1[cH:3][c:4]([C:13]([CH3:14])([CH3:15])[CH3:16])[c:5]([OH:12])[c:6]([C:8]([CH3:9])([CH3:10])[CH3:11])[cH:7]1>>[NH:1]([c:2]1[cH:3][c:4]([C:13]([CH3:14])([CH3:15])[CH3:16])[c:5]([OH:12])[c:6]([C:8]([CH3:9])([CH3:10])[CH3:11])[cH:7]1)[C:26]([CH:17]1[CH:18]([C:23](=[O:24])[OH:25])[CH2:19][CH2:20][CH2:21][CH2:22]1)=[O:27].